Dataset: the Open Reaction Database (ORD), a public repository of structured organic reaction records. Task: describe an organic reaction: reactants, conditions, products, and yield Procedure: 4-(6-Benzyloxy-7-methoxy-3-nitroquinolin-4-ylamino)-3-fluorobenzonitrile (6.50 g, 14.62 mmol) and tin(II) chloride dihydrate (14.70 g, 65.15 mmol) were dissolved in ethanol (780 ml). The reaction solution was subsequently stirred at 70° C. for 30 min. When the reaction was complete (TLC, LC-MS), water (2 l) and ethyl acetate (1.5 l) was added, and the mixture was stirred vigorously for a further 30 min. The suspension obtained was filtered through kieselguhr. The aqueous phase was extracted agai... The reactants are C(C)(=O)OCC (ethyl acetate), C(C1=CC=CC=C1)OC=1C=C2C(=C(C=NC2=CC1OC)[N+](=O)[O-])NC1=C(C=C(C#N)C=C1)F (4-(6-Benzyloxy-7-methoxy-3-nitroquinolin-4-ylamino)-3-fluorobenzonitrile), O.O.[Sn](Cl)Cl (tin(II) chloride dihydrate), O (water). Yields the product NC=1C=NC2=CC(=C(C=C2C1NC1=C(C=C(C#N)C=C1)F)OCC1=CC=CC=C1)OC (4-(3-amino-6-benzyloxy-7-methoxyquinolin-4-ylamino)-3-fluorobenzonitrile). As a reaction SMILES: [CH2:1]([O:8][C:9]1[CH:10]=[C:11]2[C:16](=[CH:17][C:18]=1[O:19][CH3:20])[N:15]=[CH:14][C:13]([N+:21]([O-])=O)=[C:12]2[NH:24][C:25]1[CH:32]=[CH:31][C:28]([C:29]#[N:30])=[CH:27][C:26]=1[F:33])[C:2]1[CH:7]=[CH:6][CH:5]=[CH:4][CH:3]=1.O.O.[Sn](Cl)Cl.O.C(OCC)(=O)C>C(O)C>[NH2:21][C:13]1[CH:14]=[N:15][C:16]2[C:11]([C:12]=1[NH:24][C:25]1[CH:32]=[CH:31][C:28]([C:29]#[N:30])=[CH:27][C:26]=1[F:33])=[CH:10][C:9]([O:8][CH2:1][C:2]1[CH:3]=[CH:4][CH:5]=[CH:6][CH:7]=1)=[C:18]([O:19][CH3:20])[CH:17]=2 |f:1.2.3|. Run in C(C)O (ethanol). Isolated yield 56.1%. Conditions: temperature 70 celsius, time 30 minute. The reactants are NC[C@H]1N(CCC[C@H]1C)C(=O)C1=C(C=CC(=C1)C)N1N=C(N=C1)C(F)(F)F (((2S,3R)-2-(aminomethyl)-3-methylpiperidin-1-yl)(5-methyl-2-(3-(trifluoromethyl)-1H-1,2,4-triazol-1-yl)phenyl)methanone), BrC1=NC=C(C=C1)C (2-bromo-5-methylpyridine). The product is C[C@H]1[C@H](N(CCC1)C(=O)C1=C(C=CC(=C1)C)N1N=C(N=C1)C(F)(F)F)CNC1=NC=C(C=C1)C (((2S,3R)-3-Methyl-2-(((5-methylpyridin-2-yl)amino)methyl)piperidin-1-yl)(5-methyl-2-(3-(trifluoromethyl)-1H-1,2,4-triazol-1-yl)phenyl)methanone). As a reaction SMILES: [NH2:1][CH2:2][C@@H:3]1[C@H:8]([CH3:9])[CH2:7][CH2:6][CH2:5][N:4]1[C:10]([C:12]1[CH:17]=[C:16]([CH3:18])[CH:15]=[CH:14][C:13]=1[N:19]1[CH:23]=[N:22][C:21]([C:24]([F:27])([F:26])[F:25])=[N:20]1)=[O:11].Br[C:29]1[CH:34]=[CH:33][C:32]([CH3:35])=[CH:31][N:30]=1>>[CH3:9][C@@H:8]1[CH2:7][CH2:6][CH2:5][N:4]([C:10]([C:12]2[CH:17]=[C:16]([CH3:18])[CH:15]=[CH:14][C:13]=2[N:19]2[CH:23]=[N:22][C:21]([C:24]([F:27])([F:26])[F:25])=[N:20]2)=[O:11])[C@@H:3]1[CH2:2][NH:1][C:29]1[CH:34]=[CH:33][C:32]([CH3:35])=[CH:31][N:30]=1. Procedure details: The title compound was synthesized following the same general protocol as described in Example A44, using ((2S,3R)-2-(aminomethyl)-3-methylpiperidin-1-yl)(5-methyl-2-(3-(trifluoromethyl)-1H-1,2,4-triazol-1-yl)phenyl)methanone and 2-bromo-5-methylpyridine. ESI-MS (m/z): 473 [M+1]+.